This data is from the Open Reaction Database (ORD), a public repository of structured organic reaction records. The task is: describe an organic reaction: reactants, conditions, products, and yield The product is NC=1C=NC2=C(CCN(CC2)C(C2=CC=C(C=C2)Cl)=O)N1 (2-Amino-7-(4-chloro-benzoyl)-6,7,8,9-tetrahydro-5H-pyrazino[2,3-d]azepine). Reaction conditions: time 1 hour. The reactants are mixture, ClC1=CC=C(C(=O)N2CCC(C(CC2)=O)=O)C=C1 (1-(4-chloro-benzoyl)-hexahydroazepine-4,5-dione), ClC1=CC=C(C(=O)N2CC(C(CCC2)=O)=O)C=C1 (1-(4-chloro-benzoyl)-hexahydroazepine-3,4-dione), Br.Br.NCC(=N)N (2-amino-acetamidine dihydrobromide), [OH-].[Na+] (sodium hydroxide). The solvent is CO (methanol), C(C)(=O)OCC (ethyl acetate). Procedure: 53 mg (0.2 mol) of a mixture of 1-(4-chloro-benzoyl)-hexahydroazepine-4,5-dione and 1-(4-chloro-benzoyl)-hexahydroazepine-3,4-dione [prepared from 1-(4-chloro-benzoyl)-hexahydroazepine-4-one by selenium dioxide oxidation in dioxane/water] and 47 gm (0.2 mol) of 2-amino-acetamidine dihydrobromide were dissolved in 700 ml of methanol, and 200 ml of 2 N sodium hydroxide were added dropwise to the solution at 5° C. The mixture was stirred at room temperature for one hour, then concentrated by evapor... As a reaction SMILES: [Cl:1][C:2]1[CH:18]=[CH:17][C:5]([C:6]([N:8]2[CH2:14][CH2:13][C:12](=O)[C:11](=O)[CH2:10][CH2:9]2)=[O:7])=[CH:4][CH:3]=1.ClC1C=CC(C(N2CCCC(=O)C(=O)C2)=O)=CC=1.Br.Br.[NH2:39][CH2:40][C:41]([NH2:43])=[NH:42].[OH-].[Na+]>CO.C(OCC)(=O)C>[NH2:43][C:41]1[CH:40]=[N:39][C:12]2[CH2:13][CH2:14][N:8]([C:6](=[O:7])[C:5]3[CH:17]=[CH:18][C:2]([Cl:1])=[CH:3][CH:4]=3)[CH2:9][CH2:10][C:11]=2[N:42]=1 |f:2.3.4,5.6|. Reactants: N1=CC=C(C=C1)C1=CC=C(C(=O)N)C=C1 (4-(4-Pyridyl)benzamide), [OH-].[Na+] (sodium hydroxide), S(O)(O)(=O)=O (sulphuric acid). Run in C(C)O (ethanol). Product: N1=CC=C(C=C1)C1=CC=C(C(=O)O)C=C1 (4-(4-pyridyl)benzoic acid). RXN SMILES: [N:1]1[CH:6]=[CH:5][C:4]([C:7]2[CH:15]=[CH:14][C:10]([C:11](N)=[O:12])=[CH:9][CH:8]=2)=[CH:3][CH:2]=1.[OH-].[Na+].S(=O)(=O)(O)[OH:19]>C(O)C>[N:1]1[CH:6]=[CH:5][C:4]([C:7]2[CH:15]=[CH:14][C:10]([C:11]([OH:19])=[O:12])=[CH:9][CH:8]=2)=[CH:3][CH:2]=1 |f:1.2|. Procedure details: 4-(4-Pyridyl)benzamide (0.35 g, 1.8 mmol) was suspended in ethanol (5 mL). 10% w/w aqueous sodium hydroxide solution was added and the reaction mixture refluxed for two hours then allowed to cool to room temperature. The reaction mixture was adjusted to pH 7 with concentrated sulphuric acid. A white precipitate formed which was isolated by filtration to give 4-(4-pyridyl)benzoic acid (238 mg). The reactants are C(C)(=O)OCC(=O)NC1=C(C#N)C(=CC=C1)NCC (2-(acetoxyacetylamino)-6-(ethylamino)benzonitrile), N (ammonia). Solvent: CO (methanol). Conditions: time 1 hour. The product is C(C)NC1=C(C#N)C(=CC=C1)NC(CO)=O (2-(ethylamino)-6-(hydroxyacetylamino)benzonitrile). Yield: 68.9%. As a reaction SMILES: C([O:4][CH2:5][C:6]([NH:8][C:9]1[CH:16]=[CH:15][CH:14]=[C:13]([NH:17][CH2:18][CH3:19])[C:10]=1[C:11]#[N:12])=[O:7])(=O)C.N>CO>[CH2:18]([NH:17][C:13]1[CH:14]=[CH:15][CH:16]=[C:9]([NH:8][C:6](=[O:7])[CH2:5][OH:4])[C:10]=1[C:11]#[N:12])[CH3:19]. Procedure: To a solution of 2-(acetoxyacetylamino)-6-(ethylamino)benzonitrile (4.5 g) in methanol (250 ml) is added dropwise 28% aqueous ammonia (5.5 ml). The mixture is stirred at room temperature for 1 hour, and thereafter, the solvent is distilled off under reduced pressure. The resulting crude crystals are recrystallized from ethanol to give the title compound (2.6 g) having the following physical properties. Reactants: O=C([O-])O, CC(=O)Cl, COc1cc(Cl)c([N+](=O)[O-])cc1N, [Na+], C1CCOC1, O. Product: COc1cc(Cl)c([N+](=O)[O-])cc1NC(C)=O. Reaction SMILES: [C:14](=[O:15])([O-:16])[OH:17].[CH3:19][C:20]([Cl:21])=[O:22].[Cl:1][c:2]1[cH:3][c:4]([O:12][CH3:13])[c:5]([NH2:6])[cH:7][c:8]1[N+:9](=[O:10])[O-:11].[Na+:18].[O:24]1[CH2:25][CH2:26][CH2:27][CH2:28]1.[OH2:23]>>[Cl:1][c:2]1[cH:3][c:4]([O:12][CH3:13])[c:5]([NH:6][C:20]([CH3:19])=[O:22])[cH:7][c:8]1[N+:9](=[O:10])[O-:11]. The reactants are O=C([O-])[O-], O=C(CCCCCCCBr)NOCc1ccccc1, [K+], [K+], CN(C)C=O, Oc1ccc2c(c1)[nH]c1ccccc12. Yields the product O=C(CCCCCCCOc1ccc2c(c1)[nH]c1ccccc12)NOCc1ccccc1. Reaction SMILES: [C:34](=[O:35])([O-:36])[O-:37].[CH2:1]([c:2]1[cH:3][cH:4][cH:5][cH:6][cH:7]1)[O:8][NH:9][C:10]([CH2:11][CH2:12][CH2:13][CH2:14][CH2:15][CH2:16][CH2:17][Br:18])=[O:19].[K+:38].[K+:39].[O:40]=[CH:41][N:42]([CH3:43])[CH3:44].[OH:20][c:21]1[cH:22][c:23]2[nH:24][c:25]3[cH:26][cH:27][cH:28][cH:29][c:30]3[c:31]2[cH:32][cH:33]1>>[CH2:1]([c:2]1[cH:3][cH:4][cH:5][cH:6][cH:7]1)[O:8][NH:9][C:10]([CH2:11][CH2:12][CH2:13][CH2:14][CH2:15][CH2:16][CH2:17][O:20][c:21]1[cH:22][c:23]2[nH:24][c:25]3[cH:26][cH:27][cH:28][cH:29][c:30]3[c:31]2[cH:32][cH:33]1)=[O:19].